From a dataset of the Open Reaction Database (ORD), a public repository of structured organic reaction records. describe an organic reaction: reactants, conditions, products, and yield Reactants: C(C)OC(CN=C(C1=CC=CC=C1)C1=CC=CC=C1)=O (N-(Diphenylmethylene)glycine ethyl ester), FC=1C=C(CBr)C=C(C1F)F (3,4,5-trifluorobenzylbromide), C([O-])([O-])=O.[K+].[K+] (potassium carbonate). Run in CN(C=O)C (dimethylformamide). Conditions: temperature 25 celsius, time 18 hour. Product: C(C)OC(C(N=C(C1=CC=CC=C1)C1=CC=CC=C1)CC1=CC(=C(C(=C1)F)F)F)=O (N-(Diphenylmethylene) (3,4,5-trifluoro)-D,L-Phenylalanine ethyl ester). Isolated yield 72.9%. Reaction SMILES: [CH2:1]([O:3][C:4](=[O:20])[CH2:5][N:6]=[C:7]([C:14]1[CH:19]=[CH:18][CH:17]=[CH:16][CH:15]=1)[C:8]1[CH:13]=[CH:12][CH:11]=[CH:10][CH:9]=1)[CH3:2].[F:21][C:22]1[CH:23]=[C:24]([CH:27]=[C:28]([F:31])[C:29]=1[F:30])[CH2:25]Br.C(=O)([O-])[O-].[K+].[K+]>CN(C)C=O>[CH2:1]([O:3][C:4](=[O:20])[CH:5]([CH2:25][C:24]1[CH:23]=[C:22]([F:21])[C:29]([F:30])=[C:28]([F:31])[CH:27]=1)[N:6]=[C:7]([C:14]1[CH:19]=[CH:18][CH:17]=[CH:16][CH:15]=1)[C:8]1[CH:9]=[CH:10][CH:11]=[CH:12][CH:13]=1)[CH3:2] |f:2.3.4|. Procedure details: A solution of N-(Diphenylmethylene)glycine ethyl ester (1.10 g, 4.1 mmol) and 3,4,5-trifluorobenzylbromide (0.91 g, 4.0 mmol) in dimethylformamide (10 mL) was treated with anhydrous potassium carbonate (2.83 g, 20.5 mmol) and stirred for 18 hrs at 25° C. The mixture was filtered and the filtrate was evaporated to dryness to give crude product. It was purified by column chromatography on silica gel (hexane:ethyl acetate=4:1) to give title compound (1.2 g). Starting materials: CCOC=C(C(=O)OCC)C(=O)OCC, CCCCCC, Nc1ccc(F)c([N+](=O)[O-])c1. The product is CCOC(=O)C(=CNc1ccc(F)c([N+](=O)[O-])c1)C(=O)OCC. RXN SMILES: [CH2:12]([CH3:13])[O:14][C:15]([C:16]([C:17](=[O:18])[O:19][CH2:20][CH3:21])=[CH:22][O:23][CH2:24][CH3:25])=[O:26].[CH3:27][CH2:28][CH2:29][CH2:30][CH2:31][CH3:32].[NH2:1][c:2]1[cH:3][cH:4][c:5]([F:6])[c:7]([N+:9]([O-:10])=[O:11])[cH:8]1>>[NH:1]([c:2]1[cH:3][cH:4][c:5]([F:6])[c:7]([N+:9]([O-:10])=[O:11])[cH:8]1)[CH:22]=[C:16]([C:15]([O:14][CH2:12][CH3:13])=[O:26])[C:17](=[O:18])[O:19][CH2:20][CH3:21].